From a dataset of the Open Reaction Database (ORD), a public repository of structured organic reaction records. describe an organic reaction: reactants, conditions, products, and yield The solvent is O1CCOCC1 (1,4-dioxane). Reported procedure: Methyl ester 33 (0.300 g, 0.544 mmol) was dissolved in 4M HCl in 1,4-dioxane (20 mL). The resultant solution was stirred at rt for 18 h before being concentrated in vacuo to yield an off white solid; 0.265 g, 100%. The product is Cl.COC(=O)[C@@H]1CSCCCCOC=2C=CC(C[C@@H](C(N[C@H](C(N1)=O)C(C)C)=O)N)=CC2 ((9R,12S,15S)-15-Amino-12-isopropyl-11,14-dioxo-2-oxa-7-thia-10,13-diaza-bicyclo-[15.2.2]-henicosa-1(20),17(21),18-triene-9-carboxylic acid methyl ester hydrochloride). Starting materials: COC(=O)[C@@H]1CSCCCCOC=2C=CC(C[C@@H](C(N[C@H](C(N1)=O)C(C)C)=O)NC(=O)OC(C)(C)C)=CC2 ((9R,12S,15S)-15-tert-Butoxycarbonylamino-12-isopropyl-11,14-dioxo-2-oxa-7-thia-10,13-diaza-bicyclo[15.2.2]henicosa-1(20),17(21),18-triene-9-carboxylic acid methyl ester), Cl (HCl), resultant solution. RXN SMILES: [CH3:1][O:2][C:3]([C@H:5]1[NH:23][C:22](=[O:24])[C@H:21]([CH:25]([CH3:27])[CH3:26])[NH:20][C:19](=[O:28])[C@@H:18]([NH:29]C(OC(C)(C)C)=O)[CH2:17][C:16]2=[CH:37][CH:38]=[C:13]([CH:14]=[CH:15]2)[O:12][CH2:11][CH2:10][CH2:9][CH2:8][S:7][CH2:6]1)=[O:4].[ClH:39]>O1CCOCC1>[ClH:39].[CH3:1][O:2][C:3]([C@H:5]1[NH:23][C:22](=[O:24])[C@H:21]([CH:25]([CH3:27])[CH3:26])[NH:20][C:19](=[O:28])[C@@H:18]([NH2:29])[CH2:17][C:16]2=[CH:37][CH:38]=[C:13]([CH:14]=[CH:15]2)[O:12][CH2:11][CH2:10][CH2:9][CH2:8][S:7][CH2:6]1)=[O:4] |f:3.4|. Reactants: CN1C(NC(C=2NC=NC12)=O)=O (3-methylxanthine), [H-].[Na+] (NaH), O=C(CCCCN1C(=O)N(C=2N=CNC2C1=O)C)C (1-(5-oxohexyl)-3-methylxanthine), ClCCC(C(=O)[O-])(C)C (Chloromethylpivalate). Run in CS(=O)C (DMSO), O (water). Conditions: time 30 minute. The product is CN1C(NC(C=2N(C=NC12)C(C(CC)(C)C)=O)=O)=O (3-methyl-7-(methylpivaloyl)xanthine). Yield: 90.0%. RXN SMILES: O=C(C)CCCC[N:7]1[C:16](=[O:17])[C:15]2[NH:14][CH:13]=[N:12][C:11]=2[N:10]([CH3:18])[C:8]1=[O:9].CN1C2N=CNC=2C(=O)NC1=O.[H-].[Na+].Cl[CH2:35][CH2:36][C:37]([CH3:42])([CH3:41])[C:38]([O-])=[O:39]>CS(C)=O.O>[CH3:18][N:10]1[C:11]2[N:12]=[CH:13][N:14]([C:38](=[O:39])[C:37]([CH3:42])([CH3:41])[CH2:36][CH3:35])[C:15]=2[C:16](=[O:17])[NH:7][C:8]1=[O:9] |f:2.3|. Procedure: This example illustrates a method for synthesis of CT1505 (1-(5-oxohexyl)-3-methylxanthine). A mixture of 3-methylxanthine (1.00 g, 6.0 mmol) and NaH (145 mg, 6.0 mmol) in DMSO (dimethyl sulfoxide) (20 ml) was stirred until homogeneous (about 30 min). Chloromethylpivalate (865 μl, 904 mg, 6.0 mmol) was added and the reaction mixture was stirred for 18 hrs. The reaction mixture was poured into 70 ml of water and extracted with 25% ethanol/dichloromethane (4×60 ml). The combined organic extracts w... Reactants: N1(CCOCC1)C1=CC=C(C=N1)C1=CC(=C(S1)[N+](=O)[O-])C(=O)N (5-(6-Morpholin-4-ylpyridin-3-yl)-2-nitrothiophene-3-carboxamide), O.NN (hydrazine monohydrate). Reagents/catalysts: [Fe](Cl)(Cl)Cl (iron(III) chloride). The solvent is CO (methanol). Conditions: temperature 65 celsius. The product is NC=1SC(=CC1C(=O)N)C=1C=NC(=CC1)N1CCOCC1 (2-Amino-5-(6-morpholin-4-ylpyridin-3-yl)thiophene-3-carboxamide). RXN SMILES: [N:1]1([C:7]2[N:12]=[CH:11][C:10]([C:13]3[S:17][C:16]([N+:18]([O-])=O)=[C:15]([C:21]([NH2:23])=[O:22])[CH:14]=3)=[CH:9][CH:8]=2)[CH2:6][CH2:5][O:4][CH2:3][CH2:2]1.O.NN>CO.[Fe](Cl)(Cl)Cl>[NH2:18][C:16]1[S:17][C:13]([C:10]2[CH:11]=[N:12][C:7]([N:1]3[CH2:6][CH2:5][O:4][CH2:3][CH2:2]3)=[CH:8][CH:9]=2)=[CH:14][C:15]=1[C:21]([NH2:23])=[O:22] |f:1.2|. Procedure: 5-(6-Morpholin-4-ylpyridin-3-yl)-2-nitrothiophene-3-carboxamide (2.77 g, 8.28 mmol), iron(III) chloride (0.03 g, 0.17 mmol), and hydrazine monohydrate (1.34 ml, 27.3 mmol) were combined in methanol (166 ml) and the reaction mixture was purged with nitrogen. The reaction was heated to 65° C. for 3 hours. After cooling to room temperature, the reaction mixture was filtered and solid was washed with methanol. Silica gel was added to the filtrate and the mixture was concentrated. The residue was pur... Reactants: CC(=O)OC(C)=O, O, CC1(C)Oc2ccc(S(C)(=O)=O)cc2C(N2CCCS2(=O)=O)C1O, c1ccncc1. Product: CC1(C)C=C(N2CCCS2(=O)=O)c2cc(S(C)(=O)=O)ccc2O1. RXN SMILES: [CH3:25][C:26]([O:27][C:28](=[O:29])[CH3:30])=[O:31].[OH2:32].[OH:1][CH:2]1[C:3]([CH3:23])([CH3:24])[O:4][c:5]2[c:6]([cH:15][c:16]([S:19](=[O:20])(=[O:21])[CH3:22])[cH:17][cH:18]2)[CH:7]1[N:8]1[S:9](=[O:13])(=[O:14])[CH2:10][CH2:11][CH2:12]1.[cH:33]1[cH:34][cH:35][n:36][cH:37][cH:38]1>>[CH:2]1=[C:7]([N:8]2[S:9](=[O:13])(=[O:14])[CH2:10][CH2:11][CH2:12]2)[c:6]2[c:5]([cH:18][cH:17][c:16]([S:19](=[O:20])(=[O:21])[CH3:22])[cH:15]2)[O:4][C:3]1([CH3:23])[CH3:24]. The reactants are C1(CC1)S(=O)(=O)NC(=O)[C@]12NC([C@H]3N(C([C@H]([C@@H](CCCC(\C=C/[C@@H]1C2)C)C)NC(OC(C)(C)C)=O)=O)C[C@@H](C3)O)=O (tert-butyl ((2R,6S,7R,13aS,14aR,16aS,Z)-14a-((cyclopropylsulfonyl)carbamoyl)-2-hydroxy-7,11-dimethyl-5,16-dioxo-1,2,3,5,6,7,8,9,10,11,13a,14,14a,15,16,16a-hexadecahydrocyclopropa[e]pyrrolo[1,2-a][1,4]diazacyclopentadecin-6-yl)carbamate), ClC1=NC=C(C2=C(C=CC=C12)Cl)OC (1,5-dichloro-4-methoxyisoquinoline), CC(C)(C)[O-].[K+] (t-BuOK). Run in CS(=O)C (DMSO). Run at time 2 hour. The product is ClC1=C2C(=CN=C(C2=CC=C1)O[C@@H]1C[C@@H]2N(C([C@H]([C@@H](CCCC(\C=C/[C@H]3[C@](NC2=O)(C3)C(NS(=O)(=O)C3CC3)=O)C)C)NC(OC(C)(C)C)=O)=O)C1)OC (tert-butyl (2R,6S,7R,13aS,14aR,16aS,Z)-2-(5-chloro-4-methoxyisoquinolin-1-yloxy)-14a-(cyclopropylsulfonylcarbamoyl)-7,11-dimethyl-5,16-dioxo-1,2,3,5,6,7,8,9,10,11,13a,14,14a,15,16,16a-hexadecahydrocyclopropa[e]pyrrolo[1,2-A][1,4]diazacyclopentadecin-6-ylcarbamate). As a reaction SMILES: [CH:1]1([S:4]([NH:7][C:8]([C@@:10]23[CH2:25][C@H:24]2[CH:23]=[CH:22][CH:21]([CH3:26])[CH2:20][CH2:19][CH2:18][C@@H:17]([CH3:27])[C@H:16]([NH:28][C:29](=[O:35])[O:30][C:31]([CH3:34])([CH3:33])[CH3:32])[C:15](=[O:36])[N:14]2[CH2:37][C@H:38]([OH:40])[CH2:39][C@H:13]2[C:12](=[O:41])[NH:11]3)=[O:9])(=[O:6])=[O:5])[CH2:3][CH2:2]1.Cl[C:43]1[C:52]2[C:47](=[C:48]([Cl:53])[CH:49]=[CH:50][CH:51]=2)[C:46]([O:54][CH3:55])=[CH:45][N:44]=1.CC([O-])(C)C.[K+]>CS(C)=O>[Cl:53][C:48]1[CH:49]=[CH:50][CH:51]=[C:52]2[C:47]=1[C:46]([O:54][CH3:55])=[CH:45][N:44]=[C:43]2[O:40][C@H:38]1[CH2:37][N:14]2[C:15](=[O:36])[C@@H:16]([NH:28][C:29](=[O:35])[O:30][C:31]([CH3:33])([CH3:34])[CH3:32])[C@H:17]([CH3:27])[CH2:18][CH2:19][CH2:20][CH:21]([CH3:26])[CH:22]=[CH:23][C@@H:24]3[CH2:25][C@@:10]3([C:8](=[O:9])[NH:7][S:4]([CH:1]3[CH2:3][CH2:2]3)(=[O:6])=[O:5])[NH:11][C:12](=[O:41])[C@@H:13]2[CH2:39]1 |f:2.3|. Procedure: To a solution of tert-butyl ((2R,6S,7R,13aS,14aR,16aS,Z)-14a-((cyclopropylsulfonyl)carbamoyl)-2-hydroxy-7,11-dimethyl-5,16-dioxo-1,2,3,5,6,7,8,9,10,11,13a,14,14a,15,16,16a-hexadecahydrocyclopropa[e]pyrrolo[1,2-a][1,4]diazacyclopentadecin-6-yl)carbamate (500 mg, 0.8 mmol) and 1,5-dichloro-4-methoxyisoquinoline (230 mg, 1.0 mmol) in DMSO (5 mL) was added t-BuOK (1 M solution in THF, 450 mg, 4.0 mmol) at room temperature under nitrogen atmosphere. The reaction mixture was stirred at room temperatur... Reactants: C(=O)OC (methyl formate), [N-]=[N+]=[N-].[Na+] (sodium azide), FC1=C(C=CC(=C1)F)[C@@H]1[C@H](C(=O)OC)O1 (methyl (2R,3R)-3-(2,4-difluorophenyl)-2-epoxypropionate), C(C)(=O)OCC (ethyl acetate), ice water. The solvent is CO.O (methanol water). Reaction conditions: temperature 50 celsius, time 43 hour. The product is FC1=C(C=CC(=C1)F)[C@@H]([C@H](C(=O)OC)O)N=[N+]=[N-] (methyl (2R,3S)-3-(2,4-difluorophenyl)-3-azido-2-hydroxypropionate). The yield is 96.3%. RXN SMILES: C(OC)=O.[N-:5]=[N+:6]=[N-:7].[Na+].[F:9][C:10]1[CH:15]=[C:14]([F:16])[CH:13]=[CH:12][C:11]=1[C@H:17]1[O:23][C@H:18]1[C:19]([O:21][CH3:22])=[O:20].C(OCC)(=O)C>CO.O>[F:9][C:10]1[CH:15]=[C:14]([F:16])[CH:13]=[CH:12][C:11]=1[C@H:17]([N:5]=[N+:6]=[N-:7])[C@@H:18]([OH:23])[C:19]([O:21][CH3:22])=[O:20] |f:1.2,5.6|. Procedure details: Under argon atmosphere, 1 ml of methyl formate and 360 mg of sodium azide were added to a solution of 237 mg of methyl (2R,3R)-3-(2,4-difluorophenyl)-2-epoxypropionate dissolved in 9 ml of methanol-water (8:1), and the mixture was stirred at 50° C. for 43 hours. After the reaction mixture was cooled, ethyl acetate and ice water were added to the reaction mixture, and the organic layer was collected by separation. After the organic layer was washed with water and dried, the solvent was removed. T... Reactants: C(CCCCCCCCC)C=1C=NC(=NC1)C1=CC(=C(C=C1)O)F (5-decyl-2-(3-fluoro-4-hydroxyphenyl)pyrimidine), F[C@@H](CCO)CCC ((R)-3-fluorohexanol). The product is C(CCCCCCCCC)C=1C=NC(=NC1)C1=CC(=C(C=C1)OCC[C@@H](CCC)F)F ((R)-5-Decyl-2-[3-fluoro-4-(3-fluorohexyloxy)phenyl]pyrimidine). The yield is 28.9%. Reaction SMILES: [CH2:1]([C:11]1[CH:12]=[N:13][C:14]([C:17]2[CH:22]=[CH:21][C:20]([OH:23])=[C:19]([F:24])[CH:18]=2)=[N:15][CH:16]=1)[CH2:2][CH2:3][CH2:4][CH2:5][CH2:6][CH2:7][CH2:8][CH2:9][CH3:10].[F:25][C@H:26]([CH2:30][CH2:31][CH3:32])[CH2:27][CH2:28]O>>[CH2:1]([C:11]1[CH:12]=[N:13][C:14]([C:17]2[CH:22]=[CH:21][C:20]([O:23][CH2:28][CH2:27][C@H:26]([F:25])[CH2:30][CH2:31][CH3:32])=[C:19]([F:24])[CH:18]=2)=[N:15][CH:16]=1)[CH2:2][CH2:3][CH2:4][CH2:5][CH2:6][CH2:7][CH2:8][CH2:9][CH3:10]. Reported procedure: The titled compound was synthesized from 5-decyl-2-(3-fluoro-4-hydroxyphenyl)pyrimidine and (R)-3-fluorohexanol.